From a dataset of the Open Reaction Database (ORD), a public repository of structured organic reaction records. describe an organic reaction: reactants, conditions, products, and yield The reactants are [OH-].[K+] (caustic potash), O (water), BrCCCCCCCCCCCCCCC (1-bromopentadecane), OC1=C(C=O)C=CC=C1 (hydroxybenzaldehyde). Solvent: CCCCCC (hexane), CN(C=O)C (dimethylformamide), CN(C=O)C (dimethylformamide). Reaction conditions: time 1 hour. Product: C(CCCCCCCCCCCCCC)OC1=CC=C(C=O)C=C1 (p-pentadecanoxybenzaldehyde). Reaction SMILES: [OH-:1].[K+].O[C:4]1[CH:11]=[CH:10][CH:9]=[CH:8][C:5]=1[CH:6]=[O:7].Br[CH2:13][CH2:14][CH2:15][CH2:16][CH2:17][CH2:18][CH2:19][CH2:20][CH2:21][CH2:22][CH2:23][CH2:24][CH2:25][CH2:26][CH3:27].O>CN(C)C=O.CCCCCC>[CH2:13]([O:1][C:10]1[CH:9]=[CH:8][C:5]([CH:6]=[O:7])=[CH:4][CH:11]=1)[CH2:14][CH2:15][CH2:16][CH2:17][CH2:18][CH2:19][CH2:20][CH2:21][CH2:22][CH2:23][CH2:24][CH2:25][CH2:26][CH3:27] |f:0.1|. Procedure: A 100-ml four-necked flask was used, 2.79 g (42.3 mM) of 85-percent by weight caustic potash was suspended in 30 ml of dimethylformamide, and 10 ml of dimethylformamide solution containing 5.28 g (43.2 mM) of hydroxybenzaldehyde was dropped thereto while being kept at 20° C. or lower. Thereafter, aging was performed at 30° C. for 1 hour. Subsequently, 9.58 g (32.9 mM) of 1-bromopentadecane was added and aging was performed at 70° C. for 21 hours. The reaction solution was dispersed into water, a... Starting materials: [OH-].C(CCC)[N+](CCCC)(CCCC)CCCC (tetra-n-butylammonium hydroxide), C(C)O[Si](OCC)(OCC)OCC (tetraethoxysilane). Solvent: O (water). Reaction conditions: time 24 hour. Yields the product [Si]([O-])([O-])([O-])[O-].C(CCC)[N+](CCCC)(CCCC)CCCC.C(CCC)[N+](CCCC)(CCCC)CCCC.C(CCC)[N+](CCCC)(CCCC)CCCC.C(CCC)[N+](CCCC)(CCCC)CCCC (tetra-n-butylammonium silicate). RXN SMILES: [OH-].[CH2:2]([N+:6]([CH2:15][CH2:16][CH2:17][CH3:18])([CH2:11][CH2:12][CH2:13][CH3:14])[CH2:7][CH2:8][CH2:9][CH3:10])[CH2:3][CH2:4][CH3:5].C([O:21][Si:22]([O:29]CC)([O:26]CC)[O:23]CC)C>O>[Si:22]([O-:29])([O-:26])([O-:23])[O-:21].[CH2:15]([N+:6]([CH2:2][CH2:3][CH2:4][CH3:5])([CH2:7][CH2:8][CH2:9][CH3:10])[CH2:11][CH2:12][CH2:13][CH3:14])[CH2:16][CH2:17][CH3:18].[CH2:15]([N+:6]([CH2:2][CH2:3][CH2:4][CH3:5])([CH2:7][CH2:8][CH2:9][CH3:10])[CH2:11][CH2:12][CH2:13][CH3:14])[CH2:16][CH2:17][CH3:18].[CH2:15]([N+:6]([CH2:2][CH2:3][CH2:4][CH3:5])([CH2:7][CH2:8][CH2:9][CH3:10])[CH2:11][CH2:12][CH2:13][CH3:14])[CH2:16][CH2:17][CH3:18].[CH2:15]([N+:6]([CH2:2][CH2:3][CH2:4][CH3:5])([CH2:7][CH2:8][CH2:9][CH3:10])[CH2:11][CH2:12][CH2:13][CH3:14])[CH2:16][CH2:17][CH3:18] |f:0.1,4.5.6.7.8|. Reported procedure: About 490 g (500 ml) of 40 percent aqueous tetra-n-butylammonium hydroxide solution (Fluka, D-7910 Neu-Ulm) were diluted with 700 ml of water, and 223.2 g (238.7 ml=1.07 mol of Si) of tetraethoxysilane were slowly added. The mixture was then stirred at room temperature for 24 hours. Thereafter, it was concentrated by distillation to 64.9 percent of the original total amount and the solution was crystallized at 4° C. Starting materials: C(=O)([O-])[O-].[K+].[K+] (K2CO3), BrC=1C=CC(=C(C(=O)O)C1)O (5-bromo-2-hydroxybenzoic acid), BrCC1=CC=CC=C1 ((bromomethyl)benzene). Run in CC(=O)C (acetone). Product: BrC=1C=CC(=C(C(=O)OCC2=CC=CC=C2)C1)OCC1=CC=CC=C1 (Phenylmethyl 5-bromo-2-[(phenylmethyl)oxy]benzoate). Reaction SMILES: C([O-])([O-])=O.[K+].[K+].[Br:7][C:8]1[CH:9]=[CH:10][C:11]([OH:17])=[C:12]([CH:16]=1)[C:13]([OH:15])=[O:14].Br[CH2:19][C:20]1[CH:25]=[CH:24][CH:23]=[CH:22][CH:21]=1>CC(C)=O>[Br:7][C:8]1[CH:9]=[CH:10][C:11]([O:17][CH2:13][C:12]2[CH:16]=[CH:8][CH:9]=[CH:10][CH:11]=2)=[C:12]([CH:16]=1)[C:13]([O:15][CH2:19][C:20]1[CH:25]=[CH:24][CH:23]=[CH:22][CH:21]=1)=[O:14] |f:0.1.2|. Reported procedure: K2CO3 (701 mg, 5.00 mmol) was added to a stirred solution of 5-bromo-2-hydroxybenzoic acid (434 mg, 2.00 mmol) in acetone (30 ml), followed by the addition of (bromomethyl)benzene (855 mg, 5.00 mmol). The mixture was refluxed for 12 h and then cooled to room temperature. The mixture was filtered and the filtrate was concentrated to a yellow solid. Flash chromatography over silica gel, using 1:10 ethyl acetate-petroleum ether yielded the title compound as a pure, white powder. 700 mg. The reactants are CC1(Cn2cc([N+](=O)[O-])nc2Cl)CO1, Cl, [Na+], CN(C)C=O, [OH-], O, c1ccc(C2CCNCC2)cc1. Product: CC(O)(CN1CCC(c2ccccc2)CC1)Cn1cc([N+](=O)[O-])nc1Cl. As a reaction SMILES: [Cl:16][c:17]1[n:18]([CH2:25][C:26]2([CH3:29])[O:27][CH2:28]2)[cH:19][c:20]([N+:22](=[O:23])[O-:24])[n:21]1.[ClH:1].[Na+:15].[O:30]=[CH:31][N:32]([CH3:33])[CH3:34].[OH-:14].[OH2:35].[c:2]1([CH:8]2[CH2:9][CH2:10][NH:11][CH2:12][CH2:13]2)[cH:3][cH:4][cH:5][cH:6][cH:7]1>>[c:2]1([CH:8]2[CH2:9][CH2:10][N:11]([CH2:28][C:26]([CH2:25][n:18]3[c:17]([Cl:16])[n:21][c:20]([N+:22](=[O:23])[O-:24])[cH:19]3)([OH:27])[CH3:29])[CH2:12][CH2:13]2)[cH:3][cH:4][cH:5][cH:6][cH:7]1. Starting materials: N1C=CC2=CC=CN=C12 (7-azaindole), ClC1=CC=C(COC2=C(C=C(C=O)C=C2)F)C=C1 (4-(4-chloro-benzyloxy)-3-fluoro-benzaldehyde), [OH-].[K+] (potassium hydroxide), O (water). The solvent is CO (methanol). Conditions: time 8 hour. Product: ClC1=CC=C(COC2=C(C=C(C=C2)C(O)C2=CNC3=NC=CC=C32)F)C=C1 ([4-(4-chloro-benzyloxy)-3-fluoro-phenyl]-(1H-pyrrolo[2,3-b]pyridin-3-yl)-methanol). As a reaction SMILES: [NH:1]1[C:9]2[C:4](=[CH:5][CH:6]=[CH:7][N:8]=2)[CH:3]=[CH:2]1.[Cl:10][C:11]1[CH:27]=[CH:26][C:14]([CH2:15][O:16][C:17]2[CH:24]=[CH:23][C:20]([CH:21]=[O:22])=[CH:19][C:18]=2[F:25])=[CH:13][CH:12]=1.[OH-].[K+].O>CO>[Cl:10][C:11]1[CH:27]=[CH:26][C:14]([CH2:15][O:16][C:17]2[CH:24]=[CH:23][C:20]([CH:21]([C:3]3[C:4]4[C:9](=[N:8][CH:7]=[CH:6][CH:5]=4)[NH:1][CH:2]=3)[OH:22])=[CH:19][C:18]=2[F:25])=[CH:13][CH:12]=1 |f:2.3|. Procedure: To 1H-Pyrrolo[2,3-b]pyridine (94, 100.0 mg, 0.85 mmol) in methanol (50.0 mL) were added 4-(4-chloro-benzyloxy)-3-fluoro-benzaldehyde (599, 250.0 mg, 0.94 mmol, prepared as described in Example 34) and potassium hydroxide (1.00 g, 17.82 mmol) under an atmosphere of nitrogen. The reaction was stirred at room temperature overnight. The reaction was poured into water and extracted with ethyl acetate. The organic layer was dried over anhydrous sodium sulfate and filtered. The filtrate was concentrate... The reactants are O=C1C(NC=2C=CC3=C(C2N1)CN(CC3)C(=O)C3CCN(CC3)C(=O)OC(C)(C)C)=O (1,1-dimethylethyl 4-[(1,2,3,4,7,8,9,10-octahydro-2,3-dioxopyrido[3,4-f]quinoxaline-9-yl)carbonyl]-1-piperidine carboxylate). Solvent: FC(C(=O)O)(F)F (trifluoroacetic acid). Conditions: time 15 minute. The product is N1CCC(CC1)C(=O)N1CC=2C=3NC(C(NC3C=CC2CC1)=O)=O (1,4,7,8,9,10-Hexahydro-9-(4-piperidinyl carbonyl)pyrido[3,4-f]quinoxaline-2,3-dione). The yield is 101.5%. As a reaction SMILES: [O:1]=[C:2]1[NH:11][C:10]2[C:9]3[CH2:12][N:13]([C:16]([CH:18]4[CH2:23][CH2:22][N:21](C(OC(C)(C)C)=O)[CH2:20][CH2:19]4)=[O:17])[CH2:14][CH2:15][C:8]=3[CH:7]=[CH:6][C:5]=2[NH:4][C:3]1=[O:31]>FC(F)(F)C(O)=O>[NH:21]1[CH2:22][CH2:23][CH:18]([C:16]([N:13]2[CH2:14][CH2:15][C:8]3[CH:7]=[CH:6][C:5]4[NH:4][C:3](=[O:31])[C:2](=[O:1])[NH:11][C:10]=4[C:9]=3[CH2:12]2)=[O:17])[CH2:19][CH2:20]1. Procedure: A mixture of the N-Boc quinoxalinedione from Example 32 (18 mg, 0.042 mmol) in trifluoroacetic acid (1.5 mL) was stirred under a nitrogen atmosphere for 15 min. After concentrating to dryness, the residue was triturated with water, basified to pH 8 and filtered. The filtrate was evaporated to give a beige solid (14 mg, 99% yield). The reactants are COC(C=1C(C(=O)OC)=C(C(=C(C1)[N+](=O)[O-])N)C)=O (4-Amino-3-methyl-5-nitro-phthalic acid dimethyl ester), [OH-].[Na+] (NaOH), Cl (HCl). The solvent is C1CCOC1 (THF), O (water). Reaction conditions: time 24 hour. Yields the product COC(C=1C(C(=O)O)=CC(=C(C1C)N)[N+](=O)[O-])=O (4-Amino-3-methyl-5-nitro-phthalic acid 2-methyl ester). Yield: 76.1%. As a reaction SMILES: C[O:2][C:3](=[O:19])[C:4]1[C:5](=[C:10]([CH3:18])[C:11]([NH2:17])=[C:12]([N+:14]([O-:16])=[O:15])[CH:13]=1)[C:6]([O:8][CH3:9])=[O:7].[OH-].[Na+].Cl>C1COCC1.O>[CH3:9][O:8][C:6](=[O:7])[C:5]1[C:4](=[CH:13][C:12]([N+:14]([O-:16])=[O:15])=[C:11]([NH2:17])[C:10]=1[CH3:18])[C:3]([OH:19])=[O:2] |f:1.2|. Procedure: To a solution of 4-Amino-3-methyl-5-nitro-phthalic acid dimethyl ester (1.8 g, 6.72 mmol) in THF (10 mL) and water (20 mL) was added 5 N NaOH (4.0 mL) and the resulting mixture was stirred at room temperature for 24 h. The reaction mixture was acidified with conc. HCl (pH=2.0) and extracted with EtOAc (2×100 mL). The combined organic layer was dried over Na2SO4, filtered and concentrated in vacuo to afford the 4-Amino-3-methyl-5-nitro-phthalic acid 2-methyl ester (1.3 g, 76%) as a yellow solid.